The task is: describe an organic reaction: reactants, conditions, products, and yield. This data is from the Open Reaction Database (ORD), a public repository of structured organic reaction records. Reactants: CCO, O=Cc1ccccc1, COCOC1CCN(CCN)CC1. Yields the product COCOC1CCN(CCNCc2ccccc2)CC1. As a reaction SMILES: [CH3:22][CH2:23][OH:24].[CH:14](=[O:15])[c:16]1[cH:17][cH:18][cH:19][cH:20][cH:21]1.[NH2:1][CH2:2][CH2:3][N:4]1[CH2:5][CH2:6][CH:7]([O:10][CH2:11][O:12][CH3:13])[CH2:8][CH2:9]1>>[NH:1]([CH2:2][CH2:3][N:4]1[CH2:5][CH2:6][CH:7]([O:10][CH2:11][O:12][CH3:13])[CH2:8][CH2:9]1)[CH2:14][c:16]1[cH:17][cH:18][cH:19][cH:20][cH:21]1. Starting materials: CO, CCN(C(C)C)C(C)C, Cl, Fc1ccc2c(C3CCNCC3)csc2c1, Fc1ccc(C2(CCCCl)OCCO2)cc1. Product: Fc1ccc(C2(CCCN3CCC(c4csc5cc(F)ccc45)CC3)OCCO2)cc1. As a reaction SMILES: [CH3:43][OH:44].[CH:34]([N:35]([CH:36]([CH3:37])[CH3:38])[CH2:39][CH3:40])([CH3:41])[CH3:42].[ClH:17].[F:18][c:19]1[cH:20][cH:21][c:22]2[c:23]([s:24][cH:25][c:26]2[CH:27]2[CH2:28][CH2:29][NH:30][CH2:31][CH2:32]2)[cH:33]1.[F:1][c:2]1[cH:3][cH:4][c:5]([C:8]2([CH2:13][CH2:14][CH2:15][Cl:16])[O:9][CH2:10][CH2:11][O:12]2)[cH:6][cH:7]1>>[F:1][c:2]1[cH:3][cH:4][c:5]([C:8]2([CH2:13][CH2:14][CH2:15][N:30]3[CH2:29][CH2:28][CH:27]([c:26]4[c:22]5[cH:21][cH:20][c:19]([F:18])[cH:33][c:23]5[s:24][cH:25]4)[CH2:32][CH2:31]3)[O:9][CH2:10][CH2:11][O:12]2)[cH:6][cH:7]1. The reactants are [N-]=[N+]=[N-].[Na+] (sodium azide), FC1=C(C(=CC=C1)F)[N+](=O)[O-] (1,3-difluoro-2-nitrobenzene). Yields the product N(=[N+]=[N-])C1=C(C(=CC=C1)F)[N+](=O)[O-] (1-azido-3-fluoro-2-nitrobenzene). Reaction SMILES: [N-:1]=[N+:2]=[N-:3].[Na+].[F:5][C:6]1[CH:11]=[CH:10][CH:9]=[C:8](F)[C:7]=1[N+:13]([O-:15])=[O:14]>>[N:1]([C:8]1[CH:9]=[CH:10][CH:11]=[C:6]([F:5])[C:7]=1[N+:13]([O-:15])=[O:14])=[N+:2]=[N-:3] |f:0.1|. Procedure: reacting sodium azide with 1,3-difluoro-2-nitrobenzene to form 1-azido-3-fluoro-2-nitrobenzene; and Reactants: N#CC1CC(F)CN1C(=O)CNC12CCC(C(=O)O)(CC1)CC2, Nc1ccc(N2CCCCC2)cc1. Product: N#CC1CC(F)CN1C(=O)CNC12CCC(C(=O)Nc3ccc(N4CCCCC4)cc3)(CC1)CC2. Reaction SMILES: [C:1](=[O:2])([OH:3])[C:4]12[CH2:5][CH2:6][C:7]([NH:12][CH2:13][C:14](=[O:15])[N:16]3[CH:17]([C:22]#[N:23])[CH2:18][CH:19]([F:21])[CH2:20]3)([CH2:8][CH2:9]1)[CH2:10][CH2:11]2.[NH2:24][c:25]1[cH:26][cH:27][c:28]([N:31]2[CH2:32][CH2:33][CH2:34][CH2:35][CH2:36]2)[cH:29][cH:30]1>>[C:1](=[O:3])([C:4]12[CH2:5][CH2:6][C:7]([NH:12][CH2:13][C:14](=[O:15])[N:16]3[CH:17]([C:22]#[N:23])[CH2:18][CH:19]([F:21])[CH2:20]3)([CH2:8][CH2:9]1)[CH2:10][CH2:11]2)[NH:24][c:25]1[cH:26][cH:27][c:28]([N:31]2[CH2:32][CH2:33][CH2:34][CH2:35][CH2:36]2)[cH:29][cH:30]1. Starting materials: O1CCOC12CC=C(CC2)C2=CNC1=CC=CC=C21 (3-(1,4-Dioxa-spiro[4,5]dec-7-en-8-yl)-1H-indole), FC1=CC=C2C=CNC2=C1 (6-fluoroindole). Product: O1CCOC12CC=C(CC2)C2=CNC1=CC(=CC=C21)F (3-(1,4-Dioxa-spiro[4,5]dec-7-en-8-yl)-6-fluoro-1H-indole). Yield: 96.3%. As a reaction SMILES: [O:1]1[C:5]2([CH2:10][CH2:9][C:8]([C:11]3[C:19]4[C:14](=[CH:15][CH:16]=[CH:17][CH:18]=4)[NH:13][CH:12]=3)=[CH:7][CH2:6]2)[O:4][CH2:3][CH2:2]1.[F:20]C1C=C2C(C=CN2)=CC=1>>[O:4]1[C:5]2([CH2:10][CH2:9][C:8]([C:11]3[C:19]4[C:14](=[CH:15][C:16]([F:20])=[CH:17][CH:18]=4)[NH:13][CH:12]=3)=[CH:7][CH2:6]2)[O:1][CH2:2][CH2:3]1. Procedure: This compound was prepared in the manner described for intermediate 1a by replacing indole with 6-fluoroindole (5.14 g, 38 mmol) ) to afford 10 g (96.3%) of the title compound as a white solid: mp 196-197° C. Reactants: O=CNC1CCCc2sc(Br)cc21, [C-]#N, CN(C)C=O, O. Yields the product N#Cc1cc2c(s1)CCCC2NC=O. RXN SMILES: [Br:1][c:2]1[cH:3][c:4]2[c:5]([s:6]1)[CH2:7][CH2:8][CH2:9][CH:10]2[NH:11][CH:12]=[O:13].[C-:14]#[N:15].[CH3:16][N:17]([CH3:18])[CH:19]=[O:20].[OH2:21]>>[c:2]1([C:16]#[N:17])[cH:3][c:4]2[c:5]([s:6]1)[CH2:7][CH2:8][CH2:9][CH:10]2[NH:11][CH:12]=[O:13]. Starting materials: ClC=1C=C(C(=O)OC)C=C(C1O)Cl (Methyl 3,5-dichloro-4-hydroxybenzoate), C(C1=CC=CC=C1)Br (benzyl bromide). Reaction conditions: time 18 hour. The product is C(C1=CC=CC=C1)OC1=C(C=C(C(=O)OC)C=C1Cl)Cl (Methyl 4-(benzyloxy)-3,5-dichlorobenzoate). Yield: 120.2%. As a reaction SMILES: [Cl:1][C:2]1[CH:3]=[C:4]([CH:9]=[C:10]([Cl:13])[C:11]=1[OH:12])[C:5]([O:7][CH3:8])=[O:6].[CH2:14](Br)[C:15]1[CH:20]=[CH:19][CH:18]=[CH:17][CH:16]=1>>[CH2:14]([O:12][C:11]1[C:2]([Cl:1])=[CH:3][C:4]([C:5]([O:7][CH3:8])=[O:6])=[CH:9][C:10]=1[Cl:13])[C:15]1[CH:20]=[CH:19][CH:18]=[CH:17][CH:16]=1. Procedure details: Crude methyl 4-(benzyloxy)-3,5-dichlorobenzoate (2) (16.9 g) was prepared from methyl 3,5-dichloro-4-hydroxybenzoate (1) (10 g, 45.2 mmol) and benzyl bromide (15.5 g, 90 mmol) using a procedure essentially the same as in Step (i) for AAA-001, except that the mixture was stirred at RT for 18 h. The crude product was partially purified by silica gel chromatography (330 g, 0-10% EtOAc/isohexane) to afford a white solid. The material was used in the next step without further purification. The reactants are CNN (methylhydrazine), [Mg] (Magnesium), C[Si](C)(C)Cl (trimethylsilyl chloride), CN1C(N(CC1)C)=O (1,3-dimethyl-2-imidazolidinone), [Mg] (magnesium), II (iodine), COC=C(C(=O)OC)C(C(F)(F)F)=O (methyl 2-methoxymethylene-4,4,4-trifluoro-3-oxobutyrate), FC(N1N(C=CC1C(=O)OC)C)F (methyl 2-difluoromethyl-1-methylpyrazole-3-carboxylate), FC(C1=NN(C=C1C(=O)OC)C)F (methyl 3-difluoromethyl-1-methylpyrazole-4-carboxylate). Solvent: CO (methanol). Run at time 60 minute. The product is FC(C1=NN(C=C1C(=O)O)C)F (3-difluoromethyl-1-methylpyrazole-4-carboxylic acid). As a reaction SMILES: [Mg].C[Si](Cl)(C)C.CN1CCN(C)C1=O.II.COC=C(C(=O)C(F)(F)F)C(OC)=O.CNN.[F:34][CH:35]([F:46])[C:36]1[C:40]([C:41]([O:43]C)=[O:42])=[CH:39][N:38]([CH3:45])[N:37]=1.FC(F)N1C(C(OC)=O)C=CN1C>CO>[F:46][CH:35]([F:34])[C:36]1[C:40]([C:41]([OH:43])=[O:42])=[CH:39][N:38]([CH3:45])[N:37]=1. Procedure details: Magnesium turnings (4.9 g, 0.20 mol), trimethylsilyl chloride (32.6 g, 0.30 mmol) and anhydrous 1,3-dimethyl-2-imidazolidinone (DMI, 160 ml) were initially charged in a 500 ml three-necked flask fitted with magnetic stirrer and thermometer. After activation of the magnesium with iodine, methyl 2-methoxymethylene-4,4,4-trifluoro-3-oxobutyrate (21.3 g, 0.10 mol) was added in an ice-bath over a period of 30 min, the reaction temperature being kept within a range of from 20 to 30° C. After a further... Starting materials: C(=O)(O)[O-].[Na+] (NaHCO3), COCOC1=CC=C2C=C(COC2=C1)C=O (7-(methoxymethoxy)-2H-chromene-3-carbaldehyde), N1C[C@@H](CCC1)C(=O)OCC (ethyl (3R)-piperidine-3-carboxylate), C(C)(=O)O[BH-](OC(C)=O)OC(C)=O.[Na+] (sodium triacetoxyborohydride). Run in ClC(C)Cl (dichloroethane). Conditions: temperature 80 celsius, time 4 hour. The product is COCOC1=CC=C2C=C(COC2=C1)CN1C[C@@H](CCC1)C(=O)OCC (ethyl (3R)-1-{[7-(methoxymethoxy)-2H-chromen-3-yl]methyl}piperidine-3-carboxylate). As a reaction SMILES: [CH3:1][O:2][CH2:3][O:4][C:5]1[CH:14]=[C:13]2[C:8]([CH:9]=[C:10]([CH:15]=O)[CH2:11][O:12]2)=[CH:7][CH:6]=1.[NH:17]1[CH2:22][CH2:21][CH2:20][C@@H:19]([C:23]([O:25][CH2:26][CH3:27])=[O:24])[CH2:18]1.C(O[BH-](OC(=O)C)OC(=O)C)(=O)C.[Na+].C([O-])(O)=O.[Na+]>ClC(Cl)C>[CH3:1][O:2][CH2:3][O:4][C:5]1[CH:14]=[C:13]2[C:8]([CH:9]=[C:10]([CH2:15][N:17]3[CH2:22][CH2:21][CH2:20][C@@H:19]([C:23]([O:25][CH2:26][CH3:27])=[O:24])[CH2:18]3)[CH2:11][O:12]2)=[CH:7][CH:6]=1 |f:2.3,4.5|. Procedure details: To a solution of 7-(methoxymethoxy)-2H-chromene-3-carbaldehyde (5.00 g) and ethyl (3R)-piperidine-3-carboxylate (4.20 mL) in dichloroethane (150 mL) was added sodium triacetoxyborohydride (12.0 g), followed by stirring at 80° C. for 4 hours. The reaction liquid was cooled to room temperature and then saturated aqueous NaHCO3 was added thereto, followed by extraction with chloroform. The organic layer was washed with brine and dried over anhydrous sodium sulfate, and the vehicle was evaporated. T... Reactants: COc1ccc(C(=O)O)cc1, CN(C)C=O, O=S(Cl)Cl, c1ccccc1. Product: COc1ccc(C(=O)Cl)cc1. RXN SMILES: [CH3:1][O:2][c:3]1[cH:4][cH:5][c:6]([C:9]([OH:10])=[O:11])[cH:7][cH:8]1.[CH:16]([N:17]([CH3:18])[CH3:19])=[O:20].[S:12]([Cl:13])([Cl:14])=[O:15].[cH:21]1[cH:22][cH:23][cH:24][cH:25][cH:26]1>>[CH3:1][O:2][c:3]1[cH:4][cH:5][c:6]([C:9](=[O:11])[Cl:14])[cH:7][cH:8]1.